This data is from the Open Reaction Database (ORD), a public repository of structured organic reaction records. The task is: describe an organic reaction: reactants, conditions, products, and yield Reactants: O=[Al]O[Al]=O (anti-bumping granules), CN(C)CC#N (Dimethylamino acetonitrile), C1(=CC=C(C=C1)S(=O)(=O)OC)C (Methyl p-toluene sulphonate). The solvent is C(C)#N (acetonitrile). The product is C1(=CC=C(C=C1)S(=O)(=O)[O-])C.C(C)#N.C[NH+](C)C (Trimethylammonium acetonitrile p-toluene sulphonate). Yield: 156.4%. RXN SMILES: [CH3:1][N:2]([CH2:4][C:5]#N)[CH3:3].O=[Al]O[Al]=O.[C:12]1([CH3:23])[CH:17]=[CH:16][C:15]([S:18]([O:21]C)(=[O:20])=[O:19])=[CH:14][CH:13]=1>C(#N)C>[C:12]1([CH3:23])[CH:13]=[CH:14][C:15]([S:18]([O-:21])(=[O:19])=[O:20])=[CH:16][CH:17]=1.[C:4](#[N:2])[CH3:5].[CH3:1][NH+:2]([CH3:4])[CH3:3] |f:4.5.6|. Reported procedure: Dimethylamino acetonitrile (4.2 g, 0.05 mole) was dissolved in dry acetonitrile (50 ml) in a 100 ml RB flask provided with condenser, calcium chloride drying tube, and anti-bumping granules. Methyl p-toluene sulphonate (9.3 g, 0.05 mole) was added and the solution refluxed for 5 hours. The flask was cooled in ice, and the white solid crystalline solid filtered off, washed with ice-cold dry acetonitrile and then vacuum-dried to give 10.65 g of product, yield 78.8%: 'H NMR (σ, D2O) 2.4 (s, 3H, CH3... Reactants: C(CCC)N1C(C=C(C=C1)C=O)=O (N-n-Butyl-4-formyl-2-pyridone), C(CC(=O)O)(=O)O (malonic acid), N1CCCCC1 (piperidine), N (ammonia). Solvent: N1=CC=CC=C1 (pyridine), O (water), CC(=O)C (acetone), C(C)(=O)O (acetic acid). Reaction conditions: temperature 0 celsius. The product is C(CCC)N1C(C=C(C=C1)C=CC(=O)O)=O (β-(N-n-butyl-2-oxo-4-pyridyl)acrylic acid). Isolated yield 73.2%. Reaction SMILES: [CH2:1]([N:5]1[CH:10]=[CH:9][C:8]([CH:11]=O)=[CH:7][C:6]1=[O:13])[CH2:2][CH2:3][CH3:4].C(O)(=O)[CH2:15][C:16]([OH:18])=[O:17].N1CCCCC1.N>CC(C)=O.C(O)(=O)C.O.N1C=CC=CC=1>[CH2:1]([N:5]1[CH:10]=[CH:9][C:8]([CH:11]=[CH:15][C:16]([OH:18])=[O:17])=[CH:7][C:6]1=[O:13])[CH2:2][CH2:3][CH3:4]. Reported procedure: N-n-Butyl-4-formyl-2-pyridone (68.71 g), malonic acid (39.90 g), pyridine (225 ml) and piperidine (4.5 ml) were stirred under reflux for 6 hours. The reaction mixture was evaporated under reduced pressure to afford an oil, to which was added water and a small amount of ammonia ('880 solution) to aid dissolution. The solution was taken to pH 4 with acetic acid, the solvent volume was diminished under reduced pressure and acetone added to precipitate a solid. After cooling at 0° C. for a few hours... Starting materials: C1CCOC1, CN1CCCN(C)C1=O, [Li]CCCC, CC(C)NC(C)C, CI, O=C(O)C1CCCO1. Yields the product CC1(C(=O)O)CCCO1. As a reaction SMILES: [CH2:32]1[O:33][CH2:34][CH2:35][CH2:36]1.[CH3:13][N:14]1[CH2:15][CH2:16][CH2:17][N:18]([CH3:19])[C:20]1=[O:21].[CH3:8][CH2:9][CH2:10][CH2:11][Li:12].[CH:1]([NH:2][CH:3]([CH3:4])[CH3:5])([CH3:6])[CH3:7].[I:30][CH3:31].[O:22]1[CH:23]([C:27](=[O:28])[OH:29])[CH2:24][CH2:25][CH2:26]1>>[CH3:1][C:23]1([C:27](=[O:28])[OH:29])[O:22][CH2:26][CH2:25][CH2:24]1. The reactants are O=Cc1cc(Br)ccc1OCCO, C1COCCO1, CNCCNC, CN(C)CCN, Cl, [Cu]I, [I-], [Na+]. The product is O=Cc1cc(I)ccc1OCCO. As a reaction SMILES: [Br:9][c:10]1[cH:11][cH:12][c:13]([O:18][CH2:19][CH2:20][OH:21])[c:14]([CH:15]=[O:16])[cH:17]1.[CH2:29]1[O:30][CH2:31][CH2:32][O:33][CH2:34]1.[CH3:22][NH:23][CH2:24][CH2:25][NH:26][CH3:27].[CH3:3][N:4]([CH3:5])[CH2:6][CH2:7][NH2:8].[ClH:28].[Cu:35][I:36].[I-:1].[Na+:2]>>[I:1][c:10]1[cH:11][cH:12][c:13]([O:18][CH2:19][CH2:20][OH:21])[c:14]([CH:15]=[O:16])[cH:17]1. Reactants: C(C1=CC=CC=C1)C(C(=O)O)C(=O)NOCC1=CC=CC=C1 (2-Benzyl-N-benzyloxy-malonamic acid), ON1C(CCC1=O)=O (N-hydroxysuccinimide), C(CCl)Cl (EDC). Solvent: CC#N (MeCN). Reaction conditions: time 8 hour. The product is O=C1N(C(CC1)=O)OC(C(C(=O)NOCC1=CC=CC=C1)CC1=CC=CC=C1)=O (2-Benzyl-N-benzyloxy-malonamic acid 2,5-dioxo-pyrrolidin-1-yl ester). Isolated yield 117.6%. Reaction SMILES: [CH2:1]([CH:8]([C:12]([NH:14][O:15][CH2:16][C:17]1[CH:22]=[CH:21][CH:20]=[CH:19][CH:18]=1)=[O:13])[C:9]([OH:11])=[O:10])[C:2]1[CH:7]=[CH:6][CH:5]=[CH:4][CH:3]=1.O[N:24]1[C:28](=[O:29])[CH2:27][CH2:26][C:25]1=[O:30].C(Cl)CCl>CC#N>[O:30]=[C:25]1[CH2:26][CH2:27][C:28](=[O:29])[N:24]1[O:10][C:9](=[O:11])[CH:8]([CH2:1][C:2]1[CH:3]=[CH:4][CH:5]=[CH:6][CH:7]=1)[C:12]([NH:14][O:15][CH2:16][C:17]1[CH:22]=[CH:21][CH:20]=[CH:19][CH:18]=1)=[O:13]. Reported procedure: Intermediate (12a) (0.5 g, 1.7 mmol) was added to N-hydroxysuccinimide (290 mg, 2.6 mmol) and EDC (320 mg, 1.7 mmol) and dissolved in MeCN (6 mL). The mixture was stirred overnight at room temperature and then partitioned between EtOAc and 10% aqueous citric acid. The organic layer was separated, washed with saturated aqueous NaCl, dried over MgSO4, filtered and concentrated to provide intermediate (12b) as a foam (0.8 g, 2 mmol).